This data is from the Open Reaction Database (ORD), a public repository of structured organic reaction records. The task is: describe an organic reaction: reactants, conditions, products, and yield Reactants: O=C([O-])[O-], CS(C)=O, N#Cc1ccc(OCc2ccccc2)c(Oc2cc(Cl)nc(-c3ccccc3)n2)c1, [Cs+], [Cs+], CN1CCN=C1c1cccc(O)c1. Yields the product CN1CCN=C1c1cccc(Oc2cc(Oc3cc(C#N)ccc3OCc3ccccc3)nc(-c3ccccc3)n2)c1. RXN SMILES: [C:31](=[O:32])([O-:33])[O-:34].[CH3:50][S:51]([CH3:52])=[O:53].[Cl:1][c:2]1[cH:3][c:4]([O:14][c:15]2[cH:16][c:17]([C:18]#[N:19])[cH:20][cH:21][c:22]2[O:23][CH2:24][c:25]2[cH:26][cH:27][cH:28][cH:29][cH:30]2)[n:5][c:6](-[c:8]2[cH:9][cH:10][cH:11][cH:12][cH:13]2)[n:7]1.[Cs+:35].[Cs+:36].[OH:37][c:38]1[cH:39][c:40]([C:44]2=[N:48][CH2:47][CH2:46][N:45]2[CH3:49])[cH:41][cH:42][cH:43]1>>[c:2]1([O:37][c:38]2[cH:39][c:40]([C:44]3=[N:48][CH2:47][CH2:46][N:45]3[CH3:49])[cH:41][cH:42][cH:43]2)[cH:3][c:4]([O:14][c:15]2[cH:16][c:17]([C:18]#[N:19])[cH:20][cH:21][c:22]2[O:23][CH2:24][c:25]2[cH:26][cH:27][cH:28][cH:29][cH:30]2)[n:5][c:6](-[c:8]2[cH:9][cH:10][cH:11][cH:12][cH:13]2)[n:7]1.